Dataset: the Open Reaction Database (ORD), a public repository of structured organic reaction records. Task: describe an organic reaction: reactants, conditions, products, and yield The reactants are C(C)OC(=O)C=1C=NN(C1C(F)(F)F)C1=NC(=CC=C1)Cl (Ethyl-1-(6-chloropyridin-2-yl)-5-trifluoromethyl-1H-pyrazole-4-carboxylate), C([O-])([O-])=O.[Na+].[Na+] (sodium carbonate), COC1=C(C=C(C=C1)C)B(O)O (2-methoxy-5-methylphenyl boronic acid), trans-dichlorobis(triphenylphosphine) palladium (II). Solvent: C(C)#N (Acetonitrile). Conditions: temperature 70 celsius, time 18 hour. Product: COC1=C(C=C(C=C1)C)C1=CC=CC(=N1)N1N=CC(=C1C(F)(F)F)C(=O)OCC (Ethyl 1-[6-(2-methoxy-5-methylphenyl)pyridin-2-yl]-5-(trifluoromethyl)-1H-pyrazole-4-carboxylate). RXN SMILES: [CH2:1]([O:3][C:4]([C:6]1[CH:7]=[N:8][N:9]([C:15]2[CH:20]=[CH:19][CH:18]=[C:17](Cl)[N:16]=2)[C:10]=1[C:11]([F:14])([F:13])[F:12])=[O:5])[CH3:2].[CH3:22][O:23][C:24]1[CH:29]=[CH:28][C:27]([CH3:30])=[CH:26][C:25]=1B(O)O.C(=O)([O-])[O-].[Na+].[Na+]>C(#N)C>[CH3:22][O:23][C:24]1[CH:29]=[CH:28][C:27]([CH3:30])=[CH:26][C:25]=1[C:17]1[N:16]=[C:15]([N:9]2[C:10]([C:11]([F:14])([F:13])[F:12])=[C:6]([C:4]([O:3][CH2:1][CH3:2])=[O:5])[CH:7]=[N:8]2)[CH:20]=[CH:19][CH:18]=1 |f:2.3.4|. Reported procedure: To a flask containing the title compound from Example 1 Step A (1.50 g, 4.69 mmol) were added 2-methoxy-5-methylphenyl boronic acid (0.779 g, 4.69 mmol) and trans-dichlorobis(triphenylphosphine) palladium (II) (329 mg, 0.469 mmol). Acetonitrile (12 mL) and sodium carbonate (11.7 mL, 1.0 M aqueous, 11.7 mmol) were added, and the resulting mixture was degassed via nitrogen sparge. The reaction mixture was stirred at 70° C. for 18 h, then was allowed to cool to room temperature and was poured into ... Reactants: C[N-]C.C[N-]C.C[N-]C.C[N-]C.[Ti+4] (titanium tetrakis(dimethylamide)), CC1=CC=CC1 (Methylcyclopentadiene). Run in C1(=CC=CC=C1)C (toluene). Product: C[N-]C.C[N-]C.C[N-]C.C[Ti+3]C1C=CC=C1 (Methylcyclopentadienyltitanium Tris(Dimethylamide)). As a reaction SMILES: [CH3:1][N-:2][CH3:3].[CH3:4][N-:5][CH3:6].[CH3:7][N-:8][CH3:9].[CH3:10][N-]C.[Ti+4:13].C[C:15]1[CH2:19][CH:18]=[CH:17][CH:16]=1>C1(C)C=CC=CC=1>[CH3:1][N-:2][CH3:3].[CH3:4][N-:5][CH3:6].[CH3:7][N-:8][CH3:9].[CH3:10][Ti+3:13][CH:18]1[CH:17]=[CH:16][CH:15]=[CH:19]1 |f:0.1.2.3.4,7.8.9.10|. Reported procedure: A 250 mL Schlenk flask is charged with titanium tetrakis(dimethylamide), 3.73 g (16.64 mmole), and toluene, 100 mL. Methylcyclopentadiene, 5.33 g (66.54 mmole), is added to the magnetically stirred solution. The mixture is refluxed 1.5 hours. Solvent and volatiles are removed under vacuum leaving a brown residue. The residue is transferred to a microdistillation apparatus and a forerun of titanium tetrakis(dimethylamide) is distilled from the mixture (at 35°-40° C. and 0.025 mm Hg) followed by a... As a reaction SMILES: [N+:1]([O-:2])(=[O:3])[c:4]1[cH:5][cH:6][c:7]([CH2:8][c:9]2[cH:10][cH:11][n:12][cH:13][cH:14]2)[cH:15][cH:16]1.[Ni:17]>>[NH2:1][c:4]1[cH:5][cH:6][c:7]([CH2:8][c:9]2[cH:10][cH:11][n:12][cH:13][cH:14]2)[cH:15][cH:16]1. The product is Nc1ccc(Cc2ccncc2)cc1. Starting materials: O=[N+]([O-])c1ccc(Cc2ccncc2)cc1, [Ni]. The reactants are esters, FC(C=1C=C(CN2[C@H](CCC2)C(=O)N[C@@H](C)C2=CC=C(C(=O)OC)C=C2)C=CC1)(F)F (methyl 4-((S)-1-((R)-1-(3-(trifluoromethyl)benzyl)pyrrolidine-2-carboxamido)ethyl)benzoate), O[Li].O (LiOH H2O). Yields the product FC(C=1C=C(CN2[C@H](CCC2)C(=O)N[C@@H](C)C2=CC=C(C(=O)[O-])C=C2)C=CC1)(F)F.[Li+] (lithium 4-((S)-1-((R)-1-(3-(trifluoromethyl)benzyl)pyrrolidine-2-carboxamido)ethyl)benzoate). As a reaction SMILES: [F:1][C:2]([F:31])([F:30])[C:3]1[CH:4]=[C:5]([CH:27]=[CH:28][CH:29]=1)[CH2:6][N:7]1[CH2:11][CH2:10][CH2:9][C@@H:8]1[C:12]([NH:14][C@H:15]([C:17]1[CH:26]=[CH:25][C:20]([C:21]([O:23]C)=[O:22])=[CH:19][CH:18]=1)[CH3:16])=[O:13].O[Li:33].O>>[F:30][C:2]([F:1])([F:31])[C:3]1[CH:4]=[C:5]([CH:27]=[CH:28][CH:29]=1)[CH2:6][N:7]1[CH2:11][CH2:10][CH2:9][C@@H:8]1[C:12]([NH:14][C@H:15]([C:17]1[CH:26]=[CH:25][C:20]([C:21]([O-:23])=[O:22])=[CH:19][CH:18]=1)[CH3:16])=[O:13].[Li+:33] |f:1.2,3.4|. Reported procedure: The title compound (E15) (57 mg) was prepared according to the general procedure for esters hydrolysis starting from methyl 4-((S)-1-((R)-1-(3-(trifluoromethyl)benzyl)pyrrolidine-2-carboxamido)ethyl)benzoate (D32) (69 mg). (LiOH H2O: 1.5 eq; reaction time: 24 hrs) Starting materials: [OH-].[K+] (KOH), FC1=C(C(=O)NC=2C=C3C(=NC2)NC=C3)C(=CC=C1NS(=O)(=O)CCC)F (2,6-difluoro-3-(propylsulfonamido)-N-(1H-pyrrolo[2,3-b]pyridin-5-yl)benzamide), ClC1=CC=C(C=O)C=C1 (4-chlorobenzaldehyde). Run in CCOC(=O)C (EtOAc), [NH4+].[Cl-] (NH4Cl), CO (MeOH). Reaction conditions: time 8 hour. The product is ClC1=CC=C(C=C1)C(C1=CNC2=NC=C(C=C21)NC(C2=C(C(=CC=C2F)NS(=O)(=O)CCC)F)=O)O (N-(3-((4-chlorophenyl)(hydroxy)methyl)-1H-pyrrolo[2,3-b]pyridin-5-yl)-2,6-difluoro-3-(propylsulfonamido)benzamide). Isolated yield 58.1%. Reaction SMILES: [OH-].[K+].[F:3][C:4]1[C:21]([NH:22][S:23]([CH2:26][CH2:27][CH3:28])(=[O:25])=[O:24])=[CH:20][CH:19]=[C:18]([F:29])[C:5]=1[C:6]([NH:8][C:9]1[CH:10]=[C:11]2[CH:17]=[CH:16][NH:15][C:12]2=[N:13][CH:14]=1)=[O:7].[Cl:30][C:31]1[CH:38]=[CH:37][C:34]([CH:35]=[O:36])=[CH:33][CH:32]=1>CO.CCOC(C)=O.[NH4+].[Cl-]>[Cl:30][C:31]1[CH:38]=[CH:37][C:34]([CH:35]([OH:36])[C:17]2[C:11]3[C:12](=[N:13][CH:14]=[C:9]([NH:8][C:6](=[O:7])[C:5]4[C:18]([F:29])=[CH:19][CH:20]=[C:21]([NH:22][S:23]([CH2:26][CH2:27][CH3:28])(=[O:25])=[O:24])[C:4]=4[F:3])[CH:10]=3)[NH:15][CH:16]=2)=[CH:33][CH:32]=1 |f:0.1,6.7|. Procedure details: KOH (0.012 g, 0.22 mmol) was added to 2,6-difluoro-3-(propylsulfonamido)-N-(1H-pyrrolo[2,3-b]pyridin-5-yl)benzamide (0.37 mL, 0.074 mmol) in MeOH (0.4 mL), followed by the addition of 4-chlorobenzaldehyde (0.013 g, 0.096 mmol). The reaction mixture was stirred at room temperature overnight. The contents were then diluted with EtOAc and NH4Cl (aq.) and extracted with EtOAc (3×). The organic layers were dried over Na2SO4 and concentrated under reduced pressure. The resulting residue was purified v...